describe an organic reaction: reactants, conditions, products, and yield From a dataset of the Open Reaction Database (ORD), a public repository of structured organic reaction records. Starting materials: C(C1=CC=CC=C1)N (benzylamine), C(C)(=O)O (acetic acid), [OH-].[K+] (KOH), C(C1=CC=CC=C1)N1CCC(CC1)=O (1-benzyl-4-piperidone), C(C)(=O)O (acetic acid), C=O (paraformaldehyde). Solvent: CO (methanol), O (Water), CO (methanol). Run at time 15 minute. Yields the product C(C1=CC=CC=C1)N1CC2CN(CC(C1)C2=O)CC2=CC=CC=C2 (N,N'-Dibenzyl-3,7-diazabicyclo[3.3.1]nonan-9-one). Reaction SMILES: [CH2:1]([NH2:8])[C:2]1[CH:7]=[CH:6][CH:5]=[CH:4][CH:3]=1.[C:9]([OH:12])(=O)[CH3:10].[CH2:13]=O.[CH2:15]([N:22]1[CH2:27]C[C:25](=O)[CH2:24][CH2:23]1)[C:16]1[CH:21]=[CH:20][CH:19]=[CH:18][CH:17]=1.[OH-].[K+]>CO.O>[CH2:1]([N:8]1[CH2:25][CH:24]2[C:9](=[O:12])[CH:10]([CH2:27][N:22]([CH2:15][C:16]3[CH:21]=[CH:20][CH:19]=[CH:18][CH:17]=3)[CH2:23]2)[CH2:13]1)[C:2]1[CH:7]=[CH:6][CH:5]=[CH:4][CH:3]=1 |f:4.5|. Procedure details: Following a procedure similar to that disclosed in U.S. Pat. No. 3,962,449, a three-necked, 50-mL, round-bottomed flask was fitted with a dropping funnel (60 mL), a condenser with an N2 inlet, a heating mantle, and a magnetic stirrer. This flask was charged with a solution of benzylamine (2.68 g, 25.0 mmol) and glacial acetic acid (1.54 g, 25.8 mmol) in methanol (25 mL). To this solution was added paraformaldehyde (1.58 g, 52.5 mmol); then the apparatus was flushed with N2 and the mixture was br... Reactants: B(OC)(OC)OC (trimethyl borate), C1(=CC=CC=C1)OC1=C(C=CC(=C1)Br)F (5-bromo-2-fluorophenyl phenyl ether), [Mg] (magnesium), II (iodine). The reagents and catalysts are BrCCBr (1,2-dibromoethane). Run in C(C)OCC (diethyl ether), C(C)(=O)O (acetic acid), O (water), O (water), O1CCCC1 (tetrahydrofuran), O1CCCC1 (tetrahydrofuran). Conditions: temperature 52.5 celsius, time 70 minute. Yields the product FC1=C(C=C(C=C1)B(O)O)OC1=CC=CC=C1 (4-Fluoro-3-phenoxybenzeneboronic Acid). The yield is 81.9%. RXN SMILES: [C:1]1([O:7][C:8]2[CH:13]=[C:12](Br)[CH:11]=[CH:10][C:9]=2[F:15])[CH:6]=[CH:5][CH:4]=[CH:3][CH:2]=1.[Mg].II.[B:19](OC)([O:22]C)[O:20]C>O1CCCC1.BrCCBr.C(OCC)C.C(O)(=O)C.O>[F:15][C:9]1[CH:10]=[CH:11][C:12]([B:19]([OH:22])[OH:20])=[CH:13][C:8]=1[O:7][C:1]1[CH:6]=[CH:5][CH:4]=[CH:3][CH:2]=1. Procedure: A solution or 5-bromo-2-fluorophenyl phenyl ether (8.01 g, 30 mmol) in tetrahydrofuran is added dropwise over 30 minutes to a mixture of magnesium turnings (0.0802 g, 33 mmol), a crystal of iodine and a few drops of 1,2-dibromoethane in tetrahydrofuran at 50-55° C. under nitrogen. After the addition is complete, the reaction mixture is stirred at 50-55° C. for 70 minutes and cooled to room temperature. The cooled mixture is added over 25 minutes to a solution of trimethyl borate (4.09 mL, 36 mmo... The reactants are O (H2O), [OH-].[Na+] (NaOH), S(=O)([O-])S(=O)[O-].[Na+].[Na+] (sodium hydrosulfite), C(C1=CC=CC=C1)OC1=CC=2CC[C@H]3[C@@H]4CCC([C@@]4(C)CC[C@@H]3C2C=C1[N+](=O)[O-])=O (3-Benzyloxy-2-nitroestra-1,3,5(10)-trien-17-one). Solvent: CC(=O)C (acetone). Conditions: time 1 hour. Yields the product C(C1=CC=CC=C1)OC1=CC=2CC[C@H]3[C@@H]4CCC([C@@]4(C)CC[C@@H]3C2C=C1N)=O (3-Benzyloxy-2-aminoestra-1,3,5(10)-trien-17-one). Yield: 68.1%. RXN SMILES: [CH2:1]([O:8][C:9]1[C:26]([N+:27]([O-])=O)=[CH:25][C:24]2[C@@H:23]3[C@H:14]([C@H:15]4[C@@:19]([CH2:21][CH2:22]3)([CH3:20])[C:18](=[O:30])[CH2:17][CH2:16]4)[CH2:13][CH2:12][C:11]=2[CH:10]=1)[C:2]1[CH:7]=[CH:6][CH:5]=[CH:4][CH:3]=1.[OH-].[Na+].S(S([O-])=O)([O-])=O.[Na+].[Na+].O>CC(C)=O>[CH2:1]([O:8][C:9]1[C:26]([NH2:27])=[CH:25][C:24]2[C@@H:23]3[C@H:14]([C@H:15]4[C@@:19]([CH2:21][CH2:22]3)([CH3:20])[C:18](=[O:30])[CH2:17][CH2:16]4)[CH2:13][CH2:12][C:11]=2[CH:10]=1)[C:2]1[CH:7]=[CH:6][CH:5]=[CH:4][CH:3]=1 |f:1.2,3.4.5|. Reported procedure: To a suspension of 3-benzyloxy-2-nitroestra-1,3,5(10)-trien-17-one (79, 1.82 g, 4.5 mmol) in acetone (250 mL) were added 0.5 N aqueous NaOH (60 mL, 30 mmol) and sodium hydrosulfite (85%, 6.0 g) at 80° C., and stirred for 1 h. After the reaction mixture was cooled to room temperature, H2O (150 mL) was added, acetone was removed at reduced pressure, and the remainder allowed to stand for 3 h at 0° C. The precipitate was collected by filtration and washed with H2O to afford 1.15 g of 80 (68% yield)... The reactants are C(C1=CC=CC=C1)OC(C(C)(C)C1=CC2=CC=CC=C2C=C1)=O (2,2-dimethyl-(2-naphthyl)acetic acid benzyl ester). Reagents/catalysts: [Pd] (Pd/C). The solvent is C(C)O (ethanol). Run at time 16 hour. Yields the product CC(C(=O)O)(C)C1=CC2=CC=CC=C2C=C1 (2,2-dimethyl-(2-naphthyl)acetic acid). Isolated yield 100.0%. Reaction SMILES: C([O:8][C:9](=[O:23])[C:10]([C:13]1[CH:22]=[CH:21][C:20]2[C:15](=[CH:16][CH:17]=[CH:18][CH:19]=2)[CH:14]=1)([CH3:12])[CH3:11])C1C=CC=CC=1>C(O)C.[Pd]>[CH3:12][C:10]([C:13]1[CH:22]=[CH:21][C:20]2[C:15](=[CH:16][CH:17]=[CH:18][CH:19]=2)[CH:14]=1)([CH3:11])[C:9]([OH:23])=[O:8]. Procedure details: A mixture of 2,2-dimethyl-(2-naphthyl)acetic acid benzyl ester (0.46 g, 1.5 mmol) and 10% Pd/C (0.040 g) in ethanol (5 mL) was hydrogenated at 1 atmosphere for 16 hours. The catalyst was removed by filtration, and the solvent was evaporated to give 2,2-dimethyl-(2-naphthyl)acetic acid (0.33 g, 1.5 mmol, 100%). The solvent is O1CCCC1 (tetrahydrofuran). The yield is 90.3%. The reactants are CC(C)([O-])C.[K+] (potassium tert-butoxide), C(C1=CC=CC=C1)OC=1C=C(C=CC1)C(=O)CC1=CC=CC=C1 (benzyl (3-benzyloxyphenyl) ketone), C(C=C)(=O)OC (methyl acrylate). Yields the product C(C1=CC=CC=C1)OC=1C=C(C=CC1)C(C(CCC(=O)OC)C1=CC=CC=C1)=O (methyl (RS)-5-(3-benzyloxyphenyl)-5-oxo-4-phenylpentanoate). Procedure: A stirred solution of benzyl (3-benzyloxyphenyl) ketone (10 g) in tetrahydrofuran (100 mL) cooled at 0° C. is treated with potassium tert-butoxide (370 mg). After 40 minutes at 0° C., the mixture is treated with methyl acrylate (2.9 g) and stirring is continued at ambient temperature. The reaction is then concentrated under reduced pressure, partitioned between water and ethyl acetate and the organic layer is dried over magnesium sulphate. Concentration gives methyl (RS)-5-(3-benzyloxyphenyl)-5-... Run at time 40 minute. Reaction SMILES: [CH2:1]([O:8][C:9]1[CH:10]=[C:11]([C:15]([CH2:17][C:18]2[CH:23]=[CH:22][CH:21]=[CH:20][CH:19]=2)=[O:16])[CH:12]=[CH:13][CH:14]=1)[C:2]1[CH:7]=[CH:6][CH:5]=[CH:4][CH:3]=1.CC(C)([O-])C.[K+].[C:30]([O:34][CH3:35])(=[O:33])[CH:31]=[CH2:32]>O1CCCC1>[CH2:1]([O:8][C:9]1[CH:10]=[C:11]([C:15](=[O:16])[CH:17]([C:18]2[CH:23]=[CH:22][CH:21]=[CH:20][CH:19]=2)[CH2:32][CH2:31][C:30]([O:34][CH3:35])=[O:33])[CH:12]=[CH:13][CH:14]=1)[C:2]1[CH:3]=[CH:4][CH:5]=[CH:6][CH:7]=1 |f:1.2|. Reactants: C(C1=CC=CC=C1)OCC(CCO)(F)F (1-benzyloxy-2,2-difluoro-4-hydroxybutane), N1=CC=CC=C1 (pyridine), CS(=O)(=O)Cl (methanesulfonyl chloride). The solvent is ClCCl (dichloromethane), ClCCl (dichloromethane). Run at time 8 hour. Yields the product C(C1=CC=CC=C1)OCC(CCOS(=O)(=O)C)(F)F (1-benzyloxy-2,2-difluoro-4-methanesulfonyloxybutane). As a reaction SMILES: [CH2:1]([O:8][CH2:9][C:10]([F:15])([F:14])[CH2:11][CH2:12][OH:13])[C:2]1[CH:7]=[CH:6][CH:5]=[CH:4][CH:3]=1.N1C=CC=CC=1.[CH3:22][S:23](Cl)(=[O:25])=[O:24]>ClCCl>[CH2:1]([O:8][CH2:9][C:10]([F:14])([F:15])[CH2:11][CH2:12][O:13][S:23]([CH3:22])(=[O:25])=[O:24])[C:2]1[CH:7]=[CH:6][CH:5]=[CH:4][CH:3]=1. Procedure: To a solution of 1-benzyloxy-2,2-difluoro-4-hydroxybutane (50 g, 0.231 moles) and dry pyridine (100 mL) in dichloromethane cooled in an ice bath, methanesulfonyl chloride (26.52 g, 0.232 moles) in dichloromethane (100 mL) is slowly added. After stirring at room temperature overnight, the mixture is washed with 2N HCl (2×1 L) and twice with water. Drying and subsequent evaporation of the solvent yields 1-benzyloxy-2,2-difluoro-4-methanesulfonyloxybutane as a yellow oil: 63.44 g (93%). Reactants: CC#N, O=C(Cl)Oc1ccc([N+](=O)[O-])cc1, NC1CN(C(=O)OCc2ccccc2)CCC1C1CCCCC1, [Na+], O=C([O-])O. Yields the product O=C(NC1CN(C(=O)OCc2ccccc2)CCC1C1CCCCC1)Oc1ccc([N+](=O)[O-])cc1. Reaction SMILES: [CH3:42][C:43]#[N:44].[Cl:24][C:25](=[O:26])[O:27][c:28]1[cH:29][cH:30][c:31]([N+:34](=[O:35])[O-:36])[cH:32][cH:33]1.[NH2:1][CH:2]1[CH2:3][N:4]([C:14](=[O:15])[O:16][CH2:17][c:18]2[cH:19][cH:20][cH:21][cH:22][cH:23]2)[CH2:5][CH2:6][CH:7]1[CH:8]1[CH2:9][CH2:10][CH2:11][CH2:12][CH2:13]1.[Na+:41].[O-:37][C:38]([OH:39])=[O:40]>>[NH:1]([CH:2]1[CH2:3][N:4]([C:14](=[O:15])[O:16][CH2:17][c:18]2[cH:19][cH:20][cH:21][cH:22][cH:23]2)[CH2:5][CH2:6][CH:7]1[CH:8]1[CH2:9][CH2:10][CH2:11][CH2:12][CH2:13]1)[C:25](=[O:26])[O:27][c:28]1[cH:29][cH:30][c:31]([N+:34](=[O:35])[O-:36])[cH:32][cH:33]1. Reactants: CS(=O)C (dimethyl sulfoxide), COC(=O)C1(CC2=CC=C(C=C2C1)Cl)C(=O)OC (2,2-dimethoxycarbonyl-5-chloroindane), O (water), [Cl-].[Li+] (lithium chloride), ice water. Solvent: CCOCC (ether). Run at time 3 hour. Yields the product ClC=1C=C2CC(CC2=CC1)C(=O)OC (methyl 5-chloroindane-2-carboxylate). The yield is 31.8%. Reaction SMILES: CS(C)=O.[CH3:5][O:6][C:7]([C:9]1(C(OC)=O)[CH2:17][C:16]2[C:11](=[CH:12][CH:13]=[C:14]([Cl:18])[CH:15]=2)[CH2:10]1)=[O:8].O.[Cl-].[Li+]>CCOCC>[Cl:18][C:14]1[CH:15]=[C:16]2[C:11](=[CH:12][CH:13]=1)[CH2:10][CH:9]([C:7]([O:6][CH3:5])=[O:8])[CH2:17]2 |f:3.4|. Procedure details: To 300 ml of dimethyl sulfoxide, were added successively 64.0 g of 2,2-dimethoxycarbonyl-5-chloroindane, 5 ml of water and 10 g of lithium chloride. The mixture was heated with stirring for 3 hours at 120° to 130° C. The reaction mixture was cooled to room temperature poured into 500 ml of ice water, and mixed with ether. After the ether layer was separated, the aqueous layer was extracted twice with ether. The ether layers were combined, washed with saturated sodium chloride solution, dried ove... The reactants are CCOc1c(C(C)=C(F)CO)cc2c(c1Br)C(C)(C)CC=C2C(C)(C)C, C[N+]1([O-])CCOCC1, CC#N, CCC[N+](CCC)(CCC)CCC, ClCCl, O=[Ru](=O)(=O)[O-]. Product: CCOc1c(C(C)=C(F)C=O)cc2c(c1Br)C(C)(C)CC=C2C(C)(C)C. RXN SMILES: [Br:1][c:2]1[c:3]([O:24][CH2:25][CH3:26])[c:4]([C:18](=[C:19]([CH2:20][OH:21])[F:22])[CH3:23])[cH:5][c:6]2[c:11]1[C:10]([CH3:12])([CH3:13])[CH2:9][CH:8]=[C:7]2[C:14]([CH3:15])([CH3:16])[CH3:17].[CH3:27][N+:28]1([O-:29])[CH2:30][CH2:31][O:32][CH2:33][CH2:34]1.[CH3:38][C:39]#[N:40].[CH3:46][CH2:47][CH2:48][N+:49]([CH2:50][CH2:51][CH3:52])([CH2:53][CH2:54][CH3:55])[CH2:56][CH2:57][CH3:58].[Cl:35][CH2:36][Cl:37].[O-:41][Ru:42](=[O:43])(=[O:44])=[O:45]>>[Br:1][c:2]1[c:3]([O:24][CH2:25][CH3:26])[c:4]([C:18](=[C:19]([CH:20]=[O:21])[F:22])[CH3:23])[cH:5][c:6]2[c:11]1[C:10]([CH3:12])([CH3:13])[CH2:9][CH:8]=[C:7]2[C:14]([CH3:15])([CH3:16])[CH3:17].